The task is: describe an organic reaction: reactants, conditions, products, and yield. This data is from the Open Reaction Database (ORD), a public repository of structured organic reaction records. Reactants: C(C(=O)Cl)(=O)Cl (oxalyl chloride), N12NCC(CC1)CC2 (DABCO), O1C(=CC=C1)S(=O)(=O)N (2-furansulfonamide). The solvent is C1(=CC=CC=C1)C (toluene). Run at time 2 hour. The product is O1C(=CC=C1)S(=O)(=O)N=C=O (2-Furansulfonyl isocyanate). Reaction SMILES: C(Cl)(=O)[C:2](Cl)=[O:3].N12CCC(CC1)CN2.[O:15]1[CH:19]=[CH:18][CH:17]=[C:16]1[S:20]([NH2:23])(=[O:22])=[O:21]>C1(C)C=CC=CC=1>[O:15]1[CH:19]=[CH:18][CH:17]=[C:16]1[S:20]([N:23]=[C:2]=[O:3])(=[O:22])=[O:21]. Procedure: Dry toluene (150 ml), 25 ml of oxalyl chloride (295), and a trace of DABCO (diaza-bicyclo[2.2.2]octane) were heated to 90°. Ten g of 2-furansulfonamide was added over a 15 minute period and the mixture was held at 95° for 2 hours. After filtering, the solvent was removed under vacuum to yield 2.1 g of an oil showing the characteristic isocyanate absorption in the infrared (2280 cm-1). The reactants are Cl.NC=1C2=C(NS(N1)(=O)=O)C=CC=C2OC[C@@H]2[NH2+]CCCC2 ((R)-2-(((4-amino-2,2-dioxido-1H-benzo[c][1,2,6]thiadiazin-5-yl)oxy)methyl)piperidinium hydrochloride), N1(C=NC=C1)C=1C=C(C(=O)O)C=CN1 (2-(1H-imidazol-1-yl)isonicotinic acid). Yields the product N1(C=NC=C1)C1=NC=CC(=C1)C(=O)N1[C@H](CCCC1)COC1=CC=CC=2NS(N=C(C21)N)(=O)=O ((R)-(2-(1H-imidazol-1-yl)pyridin-4-yl)(2-(((4-amino-2,2-dioxido-1H-benzo[c][1,2,6]thiadiazin-5-yl)oxy)methyl)piperidin-1-yl)methanone). RXN SMILES: Cl.[NH2:2][C:3]1[C:4]2[C:14]([O:15][CH2:16][C@H:17]3[CH2:22][CH2:21][CH2:20][CH2:19][NH2+:18]3)=[CH:13][CH:12]=[CH:11][C:5]=2[NH:6][S:7](=[O:10])(=[O:9])[N:8]=1.[N:23]1([C:28]2[CH:29]=[C:30]([CH:34]=[CH:35][N:36]=2)[C:31](O)=[O:32])[CH:27]=[CH:26][N:25]=[CH:24]1>>[N:23]1([C:28]2[CH:29]=[C:30]([C:31]([N:18]3[CH2:19][CH2:20][CH2:21][CH2:22][C@@H:17]3[CH2:16][O:15][C:14]3[C:4]4[C:3]([NH2:2])=[N:8][S:7](=[O:9])(=[O:10])[NH:6][C:5]=4[CH:11]=[CH:12][CH:13]=3)=[O:32])[CH:34]=[CH:35][N:36]=2)[CH:27]=[CH:26][N:25]=[CH:24]1 |f:0.1|. Reported procedure: Prepared as in Example 15 from (R)-2-(((4-amino-2,2-dioxido-1H-benzo[c][1,2,6]thiadiazin-5-yl)oxy)methyl)piperidinium hydrochloride (Example 15a) and 2-(1H-imidazol-1-yl)isonicotinic acid (Example 52a) (22% yield). 1H NMR (400 MHz, DMSO-d6) δ 1.47-1.91 (m, 6H), 3.02 (m, 1H), 3.35 (m, 1H), 4.28 (dd 1H, J=10.4, 4.4 Hz), 4.65 (t, 1H, J=10.4 Hz), 5.24 (m, 1H), 6.63 (d, 1H, J=8.2 Hz), 6.90 (d, 1H, J=8.5 Hz), 7.31 (d, 1H, J=5.2 Hz), 7.48 (d, 1H, J=8.2 Hz), 7.77 (s, 1H), 7.84 (br s, 1H), 8.00 (s, 1H), ... The reactants are CC1=C(N)C=CC(=C1)[N+](=O)[O-] (2-methyl-4-nitroaniline), ClCCCS(=O)(=O)Cl (3-chloropropanesulfonyl chloride). Run in N1=CC=CC=C1 (pyridine). Product: CC1=C(C=CC(=C1)[N+](=O)[O-])NS(=O)(=O)CCCCl (N-(2-methyl-4-nitrophenyl)-3-chloropropane-1-sulfonamide). As a reaction SMILES: [CH3:1][C:2]1[CH:8]=[C:7]([N+:9]([O-:11])=[O:10])[CH:6]=[CH:5][C:3]=1[NH2:4].[Cl:12][CH2:13][CH2:14][CH2:15][S:16](Cl)(=[O:18])=[O:17]>N1C=CC=CC=1>[CH3:1][C:2]1[CH:8]=[C:7]([N+:9]([O-:11])=[O:10])[CH:6]=[CH:5][C:3]=1[NH:4][S:16]([CH2:15][CH2:14][CH2:13][Cl:12])(=[O:18])=[O:17]. Reported procedure: A solution of 5.51 g (36.2 mmol) of 2-methyl-4-nitroaniline and 6.41 g (36.2 mmol) of 3-chloropropanesulfonyl chloride in 20 ml of pyridine is stirred overnight at room temperature. The reaction mixture is then poured onto ice. The precipitate which deposits in the process is filtered off with suction and dried, giving N-(2-methyl-4-nitrophenyl)-3-chloropropane-1-sulfonamide as a yellowish solid; ESI 293. The reactants are [N+](=O)([O-])C1=CC=C2CCCC(C2=C1)O (7-Nitro-1,2,3,4-tetrahydronaphthalen-1-ol), CS(=O)(=O)Cl (methane sulphonyl chloride). The solvent is C(C)(=O)OCC (ethyl acetate), C(Cl)Cl (DCM), N1=CC=CC=C1 (pyridine). Reaction conditions: temperature 0 celsius, time 2 hour. The product is [N+](=O)([O-])C1=CC=C2CCCC(C2=C1)OS(=O)(=O)C (methanesulfonic acid 7-nitro-1,2,3,4-tetrahydronaphthalen-1-yl ester). Reaction SMILES: [N+:1]([C:4]1[CH:13]=[C:12]2[C:7]([CH2:8][CH2:9][CH2:10][CH:11]2[OH:14])=[CH:6][CH:5]=1)([O-:3])=[O:2].[CH3:15][S:16](Cl)(=[O:18])=[O:17]>C(Cl)Cl.N1C=CC=CC=1.C(OCC)(=O)C>[N+:1]([C:4]1[CH:13]=[C:12]2[C:7]([CH2:8][CH2:9][CH2:10][CH:11]2[O:14][S:16]([CH3:15])(=[O:18])=[O:17])=[CH:6][CH:5]=1)([O-:3])=[O:2]. Reported procedure: 7-Nitro-1,2,3,4-tetrahydronaphthalen-1-ol (1.0 g, 5.2 mmol) was dissolved in a mixture of DCM (10 mL) and pyridine (10 mL). Then, the reaction mixture was cooled to 0° C. and methane sulphonyl chloride (0.44 mL, 5.7 mmol) was added dropwise, and the reaction mixture was stirred at 60° C. for 2 hours. Next, the reaction mixture was cooled to room temperature and then diluted with ethyl acetate, and washed with 1N HCl, saturated NaHCO3, and brine. The organic solution was dried (Na2SO4) and concen... Starting materials: C(C)(C)(C)OC(C(C)(C)SC=1SC=C(N1)COCC1=CC=C(C=C1)Br)=O (2-[(4-{[(4-bromobenzyl)oxy]methyl}-1,3-thiazol-2-yl)thio]-2-methylpropionic acid tert-butyl ester), FC(C1=CC=C(C=C1)OB(O)O)(F)F (4-(trifluoromethyl)phenylboric acid), O (water). Reagents/catalysts: C=1C=CC(=CC1)[P](C=2C=CC=CC2)(C=3C=CC=CC3)[Pd]([P](C=4C=CC=CC4)(C=5C=CC=CC5)C=6C=CC=CC6)([P](C=7C=CC=CC7)(C=8C=CC=CC8)C=9C=CC=CC9)[P](C=1C=CC=CC1)(C=1C=CC=CC1)C=1C=CC=CC1 (tetrakis(triphenylphosphine)palladium). The solvent is C(O)([O-])=O.[Na+] (sodium hydrogen carbonate), O1CCOCC1 (dioxane). Yields the product C(C)(C)(C)OC(C(C)(SC=1SC=C(N1)COCC1=CC=C(C=C1)C1=CC=C(C=C1)C(F)(F)F)C)=O (2-methyl-2-{[4-({[4′-(trifluoromethyl)biphenyl-4-yl]methoxy}methyl)-1,3-thiazol-2-yl]thio}propionic acid tert-butyl ester). Yield: 78.8%. RXN SMILES: [C:1]([O:5][C:6](=[O:26])[C:7]([S:10][C:11]1[S:12][CH:13]=[C:14]([CH2:16][O:17][CH2:18][C:19]2[CH:24]=[CH:23][C:22](Br)=[CH:21][CH:20]=2)[N:15]=1)([CH3:9])[CH3:8])([CH3:4])([CH3:3])[CH3:2].[F:27][C:28]([F:40])([F:39])[C:29]1[CH:34]=[CH:33][C:32](OB(O)O)=[CH:31][CH:30]=1.O>O1CCOCC1.C(=O)([O-])O.[Na+].C1C=CC([P]([Pd]([P](C2C=CC=CC=2)(C2C=CC=CC=2)C2C=CC=CC=2)([P](C2C=CC=CC=2)(C2C=CC=CC=2)C2C=CC=CC=2)[P](C2C=CC=CC=2)(C2C=CC=CC=2)C2C=CC=CC=2)(C2C=CC=CC=2)C2C=CC=CC=2)=CC=1>[C:1]([O:5][C:6](=[O:26])[C:7]([CH3:9])([S:10][C:11]1[S:12][CH:13]=[C:14]([CH2:16][O:17][CH2:18][C:19]2[CH:24]=[CH:23][C:22]([C:32]3[CH:33]=[CH:34][C:29]([C:28]([F:40])([F:39])[F:27])=[CH:30][CH:31]=3)=[CH:21][CH:20]=2)[N:15]=1)[CH3:8])([CH3:4])([CH3:3])[CH3:2] |f:4.5,^1:56,58,77,96|. Reported procedure: Under nitrogen atmosphere, 2-[(4-{[(4-bromobenzyl)oxy]methyl}-1,3-thiazol-2-yl)thio]-2-methylpropionic acid tert-butyl ester (1.0 g) synthesized in Example 152-1 and 4-(trifluoromethyl)phenylboric acid (621 mg) were dissolved in dioxane (10 mL) and sodium hydrogen carbonate aqueous solution (2 mol/L, 5 mL), tetrakis(triphenylphosphine)palladium (162 mg) was added, and the mixture was refluxed for 4 hr. The reaction mixture was cooled, water was added thereto, and the mixture was extracted with e... Reactants: CC(C)(C)OC(=O)NCc1cccc(I)c1, CN(C)CCCN, CS(C)=O, [Cu]I, [K+], [K+], O=C([O-])[O-], O=C(O)C1CCCN1. Product: CN(C)CCCNc1cccc(CNC(=O)OC(C)(C)C)c1. As a reaction SMILES: [C:1]([CH3:2])([CH3:3])([CH3:4])[O:5][C:6]([NH:7][CH2:8][c:9]1[cH:10][c:11]([I:15])[cH:12][cH:13][cH:14]1)=[O:16].[CH3:17][N:18]([CH2:19][CH2:20][CH2:21][NH2:22])[CH3:23].[CH3:40][S:41]([CH3:42])=[O:43].[Cu:38][I:39].[K+:24].[K+:25].[O-:26][C:27]([O-:28])=[O:29].[OH:30][C:31]([CH:32]1[NH:33][CH2:34][CH2:35][CH2:36]1)=[O:37]>>[C:1]([CH3:2])([CH3:3])([CH3:4])[O:5][C:6]([NH:7][CH2:8][c:9]1[cH:10][c:11]([NH:22][CH2:21][CH2:20][CH2:19][N:18]([CH3:17])[CH3:23])[cH:12][cH:13][cH:14]1)=[O:16]. Reactants: Butyl ester, C([O-])([O-])=O.[K+].[K+] (potassium carbonate), OC1=CC=C(C=C1)N1CCN(C2=CC=CC=C12)C(=O)O (4-(4-hydroxyphenyl)-3,4-dihydro-2H-quinoxaline-1-carboxylic acid), ClCC1=NC=CC=N1 (2-(chloromethyl)pyrimidine), C([O-])([O-])=O.[K+].[K+] (potassium carbonate). Solvent: CN(C=O)C (dimethylformamide). Run at temperature 100 celsius. The product is N1=C(N=CC=C1)COC1=CC=C(C=C1)N1CCNC2=CC=CC=C12 (1-[4-(pyrimidin-2-ylmethoxy)phenyl]-1,2,3,4-tetrahydro-quinoxaline). As a reaction SMILES: [OH:1][C:2]1[CH:7]=[CH:6][C:5]([N:8]2[C:17]3[C:12](=[CH:13][CH:14]=[CH:15][CH:16]=3)[N:11](C(O)=O)[CH2:10][CH2:9]2)=[CH:4][CH:3]=1.Cl[CH2:22][C:23]1[N:28]=[CH:27][CH:26]=[CH:25][N:24]=1.C(=O)([O-])[O-].[K+].[K+]>CN(C)C=O>[N:24]1[CH:25]=[CH:26][CH:27]=[N:28][C:23]=1[CH2:22][O:1][C:2]1[CH:3]=[CH:4][C:5]([N:8]2[C:17]3[C:12](=[CH:13][CH:14]=[CH:15][CH:16]=3)[NH:11][CH2:10][CH2:9]2)=[CH:6][CH:7]=1 |f:2.3.4|. Procedure details: 0.3 g of the tent-Butyl ester of 4-(4-hydroxyphenyl)-3,4-dihydro-2H-quinoxaline-1-carboxylic acid is placed in 4.6 ml of dimethylformamide under nitrogen. 0.167 g of 2-(chloromethyl)pyrimidine and 0.508 g of potassium carbonate are added. The reaction medium is heated at 100° C. for 4 h. 0.254 g of potassium carbonate is added and heating is maintained for 1 h 30. After hydrolysis, the reaction medium is extracted with ethyl acetate until the aqueous phase has been completely extracted. The orga...